From a dataset of the Open Reaction Database (ORD), a public repository of structured organic reaction records. describe an organic reaction: reactants, conditions, products, and yield Reactants: BrC1=CC=C2C(=N1)N(C=N2)CC2=CC1=C(N=C(S1)N[C@H]1[C@@H](CCCC1)O)C=C2 ((1R,2R)-2-((6-((5-bromo-3H-imidazo[4,5-b]pyridin-3-yl)methyl)benzo[d]thiazol-2-yl)amino)cyclohexanol), CN(C)C=O (DMF). Reagents/catalysts: [C-]#N.[Zn+2].[C-]#N (zinc cyanide), C1(=CC=CC=C1)P([C-]1C=CC=C1)C1=CC=CC=C1.[C-]1(C=CC=C1)P(C1=CC=CC=C1)C1=CC=CC=C1.[Fe+2] (1,1′-bis(diphenylphosphino)ferrocene), C=1C=CC(=CC1)/C=C/C(=O)/C=C/C2=CC=CC=C2.C=1C=CC(=CC1)/C=C/C(=O)/C=C/C2=CC=CC=C2.C=1C=CC(=CC1)/C=C/C(=O)/C=C/C2=CC=CC=C2.[Pd].[Pd] (tris(dibenzylideneacetone)dipalladium). Conditions: temperature 100 celsius, time 2 hour. Product: O[C@H]1[C@@H](CCCC1)NC=1SC2=C(N1)C=CC(=C2)CN2C=NC=1C2=NC(=CC1)C#N (3-((2-(((1R,2R)-2-hydroxycyclohexyl)amino)benzo[d]thiazol-6-yl)methyl)-3H-imidazo[4,5-b]pyridine-5-carbonitrile). The yield is 39.0%. As a reaction SMILES: Br[C:2]1[N:7]=[C:6]2[N:8]([CH2:11][C:12]3[CH:28]=[CH:27][C:15]4[N:16]=[C:17]([NH:19][C@@H:20]5[CH2:25][CH2:24][CH2:23][CH2:22][C@H:21]5[OH:26])[S:18][C:14]=4[CH:13]=3)[CH:9]=[N:10][C:5]2=[CH:4][CH:3]=1.[CH3:29][N:30](C=O)C>[C-]#N.[Zn+2].[C-]#N.C1(P(C2C=CC=CC=2)[C-]2C=CC=C2)C=CC=CC=1.[C-]1(P(C2C=CC=CC=2)C2C=CC=CC=2)C=CC=C1.[Fe+2].C1C=CC(/C=C/C(/C=C/C2C=CC=CC=2)=O)=CC=1.C1C=CC(/C=C/C(/C=C/C2C=CC=CC=2)=O)=CC=1.C1C=CC(/C=C/C(/C=C/C2C=CC=CC=2)=O)=CC=1.[Pd].[Pd]>[OH:26][C@@H:21]1[CH2:22][CH2:23][CH2:24][CH2:25][C@H:20]1[NH:19][C:17]1[S:18][C:14]2[CH:13]=[C:12]([CH2:11][N:8]3[C:6]4=[N:7][C:2]([C:29]#[N:30])=[CH:3][CH:4]=[C:5]4[N:10]=[CH:9]3)[CH:28]=[CH:27][C:15]=2[N:16]=1 |f:2.3.4,5.6.7,8.9.10.11.12|. Procedure details: A stirred mixture of (1R,2R)-2-((6-((5-bromo-3H-imidazo[4,5-b]pyridin-3-yl)methyl)benzo[d]thiazol-2-yl)amino)cyclohexanol (100 mg, 0.218 mmol) from Example 78, zinc cyanide (77 mg, 0.654 mmol), and 1,1′-bis(diphenylphosphino)ferrocene (18 mg, 0.0327 mmol) in anhydrous DMF (2 mL) at rt was purged for 15 min with a stream of argon. To the resulting mixture was added tris(dibenzylideneacetone)dipalladium (18 mg, 0.0218 mmol). The reaction vessel was sealed and the mixture was stirred at 100° C. for... Yields the product CC1(C=2C=CC=CC2C=2NC(C=3N(C21)C=CN3)=O)N3C=CC=C3 (10-methyl-10-(1-pyrrolyl)-5H,10H-imidazo[1,2-a]indeno[1,2-e]pyrazin-4-one). RXN SMILES: [NH2:1][C:2]1([CH3:19])[C:14]2[N:13]3[CH:15]=[CH:16][N:17]=[C:12]3[C:11](=[O:18])[NH:10][C:9]=2[C:8]2[CH:7]=[CH:6][CH:5]=[CH:4][C:3]1=2.CO[CH:22]1[CH2:26][CH2:25][CH:24](OC)O1>C(O)(=O)C.O>[CH3:19][C:2]1([N:1]2[CH:22]=[CH:26][CH:25]=[CH:24]2)[C:14]2[N:13]3[CH:15]=[CH:16][N:17]=[C:12]3[C:11](=[O:18])[NH:10][C:9]=2[C:8]2[CH:7]=[CH:6][CH:5]=[CH:4][C:3]1=2. Reaction conditions: temperature 20 celsius, time 1 hour. Run in O (water), C(C)(=O)O (acetic acid). The reactants are NC1(C=2C=CC=CC2C=2NC(C=3N(C21)C=CN3)=O)C (10-amino-10-methyl-5H,10H-imidazo[1,2-a]indeno[1,2-e]pyrazin-4-one), COC1OC(CC1)OC (2,5-dimethoxytetrahydrofuran). The yield is 54.3%. Reported procedure: To a solution of 1.3 g of 10-amino-10-methyl-5H,10H-imidazo[1,2-a]indeno[1,2-e]pyrazin-4-one in 25 ml of acetic acid is added 0.66 g of 2,5-dimethoxytetrahydrofuran. The mixture is stirred at boiling for 1 hour, cooled to 20° C. and concentrated to dryness under reduced pressure (15 mmHg; 2 kPa) at 60° C. The product obtained is suspended in 100 ml of distilled water and the insoluble product formed is isolated by filtration, washed successively 4 times with 40 ml in total of distilled water, 3 ...